From a dataset of the Open Reaction Database (ORD), a public repository of structured organic reaction records. describe an organic reaction: reactants, conditions, products, and yield The reactants are C(#N)[BH3-].[Na+] (sodium cyanoborohydride), NC1C(N2N(CCCC2C(=O)O)C1)=O (2-amino-hexahydro-3-oxo-1H-pyrazolo[1,2-a]pyridazine-5-carboxylic acid), [OH-].[Na+] (sodium hydroxide), O=C(C(=O)O)CCC1=CC=CC=C1 (2-oxo-4-phenylbutyric acid). Run in O (water). Conditions: time 22 hour. Product: C(=O)(O)C(CCC1=CC=CC=C1)NC1C(N2N(CCCC2C(=O)O)C1)=O (2-(1-carboxy-3-phenylpropylamino)-hexahydro-3-oxo-1H-pyrazolo[1,2-a]pyridazine-5-carboxylic acid). The yield is 22.1%. RXN SMILES: [NH2:1][CH:2]1[CH2:13][N:5]2[CH2:6][CH2:7][CH2:8][CH:9]([C:10]([OH:12])=[O:11])[N:4]2[C:3]1=[O:14].O=[C:16]([CH2:20][CH2:21][C:22]1[CH:27]=[CH:26][CH:25]=[CH:24][CH:23]=1)[C:17]([OH:19])=[O:18].[OH-].[Na+].C([BH3-])#N.[Na+]>O>[C:17]([CH:16]([NH:1][CH:2]1[CH2:13][N:5]2[CH2:6][CH2:7][CH2:8][CH:9]([C:10]([OH:12])=[O:11])[N:4]2[C:3]1=[O:14])[CH2:20][CH2:21][C:22]1[CH:27]=[CH:26][CH:25]=[CH:24][CH:23]=1)([OH:19])=[O:18] |f:2.3,4.5|. Procedure: 0.896 g of 2-amino-hexahydro-3-oxo-1H-pyrazolo[1,2-a]pyridazine-5-carboxylic acid (racemate A) was dissolved in 6 ml of water. 2.4 g of 2-oxo-4-phenylbutyric acid were added and the mixture was adjusted to pH 6 with 2N aqueous sodium hydroxide solution. 0.504 g of sodium cyanoborohydride was then added and the mixture was stirred at room temperature for 22 hours. The resulting solution was applied to 10 g of Zerolit 225 ion-exchange resin (H+ form). Elution with water containing 2% pyridine gave... Product: CC(=O)N(c1ccc(Cl)cc1)C1CC(C)N(C(=O)c2ccc(OCCCn3cnc(C)c3C(=O)O)cc2)c2ccccc21. Reaction SMILES: [CH2:1]([CH3:2])[O:3][C:4](=[O:5])[c:6]1[n:7]([CH2:12][CH2:13][CH2:14][O:15][c:16]2[cH:17][cH:18][c:19]([C:22](=[O:23])[N:24]3[CH:25]([CH3:45])[CH2:26][CH:27]([N:34]([c:35]4[cH:36][cH:37][c:38]([Cl:41])[cH:39][cH:40]4)[C:42]([CH3:43])=[O:44])[c:28]4[cH:29][cH:30][cH:31][cH:32][c:33]43)[cH:20][cH:21]2)[cH:8][n:9][c:10]1[CH3:11].[CH3:46][CH2:47][OH:48].[Na+:50].[O:51]1[CH2:52][CH2:53][CH2:54][CH2:55]1.[OH-:49]>>[O:3]=[C:4]([OH:5])[c:6]1[n:7]([CH2:12][CH2:13][CH2:14][O:15][c:16]2[cH:17][cH:18][c:19]([C:22](=[O:23])[N:24]3[CH:25]([CH3:45])[CH2:26][CH:27]([N:34]([c:35]4[cH:36][cH:37][c:38]([Cl:41])[cH:39][cH:40]4)[C:42]([CH3:43])=[O:44])[c:28]4[cH:29][cH:30][cH:31][cH:32][c:33]43)[cH:20][cH:21]2)[cH:8][n:9][c:10]1[CH3:11]. The reactants are CCOC(=O)c1c(C)ncn1CCCOc1ccc(C(=O)N2c3ccccc3C(N(C(C)=O)c3ccc(Cl)cc3)CC2C)cc1, CCO, [Na+], C1CCOC1, [OH-]. The reactants are COC(=O)C=1N(C=C(N1)C(C)(C)C)C (4-tert-butyl-1-methyl-1H-imidazole-2-carboxylic acid methyl ester), [OH-].[Na+] (NaOH), Cl (HCl). Run in CO (MeOH). Conditions: time 2 hour. Yields the product C(C)(C)(C)C=1N=C(N(C1)C)C(=O)O (4-tert-butyl-1-methyl-1H-imidazole-2-carboxylic acid). As a reaction SMILES: C[O:2][C:3]([C:5]1[N:6]([CH3:14])[CH:7]=[C:8]([C:10]([CH3:13])([CH3:12])[CH3:11])[N:9]=1)=[O:4].[OH-].[Na+].Cl>CO>[C:10]([C:8]1[N:9]=[C:5]([C:3]([OH:4])=[O:2])[N:6]([CH3:14])[CH:7]=1)([CH3:13])([CH3:11])[CH3:12] |f:1.2|. Procedure: A mixture of 4-tert-butyl-1-methyl-1H-imidazole-2-carboxylic acid methyl ester (680 mg, 3.46 mmol, prepared as described in the previous step) and 1N NaOH (3.81 mL, 3.81 mmol) in MeOH (10 mL) was stirred at room temperature for 2 h. To the resulting mixture was then added 1.0 N aqueous HCl (3.85 mL). The solvent was removed under reduced pressure and the residue was treated with DCM (50 mL). The solid was filtered off through diatomaceous earth and washed with DCM. The combined organic layers we... The reactants are CC#N, CCOC(=O)CC(C(=O)OCC)C(=O)OCC, [H-], O=[N+]([O-])c1ccccc1CCl, [Na+], CN(C)C=O, c1ccccc1. Product: CCOC(=O)CC(Cc1ccccc1[N+](=O)[O-])(C(=O)OCC)C(=O)OCC. As a reaction SMILES: [CH3:42][C:43]#[N:44].[CH:8]([CH2:9][C:10](=[O:11])[O:12][CH2:13][CH3:14])([C:15](=[O:16])[O:17][CH2:18][CH3:19])[C:20](=[O:21])[O:22][CH2:23][CH3:24].[H-:2].[N+:25](=[O:26])([O-:27])[c:28]1[c:29]([CH2:30][Cl:31])[cH:32][cH:33][cH:34][cH:35]1.[Na+:1].[O:3]=[CH:4][N:5]([CH3:6])[CH3:7].[cH:36]1[cH:37][cH:38][cH:39][cH:40][cH:41]1>>[C:8]([CH2:9][C:10](=[O:11])[O:12][CH2:13][CH3:14])([C:15](=[O:16])[O:17][CH2:18][CH3:19])([C:20](=[O:21])[O:22][CH2:23][CH3:24])[CH2:30][c:29]1[c:28]([N+:25](=[O:26])[O-:27])[cH:35][cH:34][cH:33][cH:32]1. The reactants are 5α-androstanes, C(C1=CC=CC=C1)O[C@@H]1CC2=CC[C@H]3[C@@H]4CCC([C@@]4(C)CC[C@@H]3[C@]2(CC1)C)=O (3β-benzyloxy-5-androsten-17-one), androst-5-enes, O(O)[C@]12C=C[C@H]3[C@@H]4CCC([C@@]4(C)CC[C@@H]3[C@]2(CC[C@@H](C1)O)C)=O (5α-hydroperoxy-3β-hydroxy-androst-6-en-17-one), C(C1=CC=CC=C1)O[C@@H]1CC2=CC[C@H]3[C@@H]4CCC([C@@]4(C)CC[C@@H]3[C@]2(CC1)C)=O (3β-benzyloxy-5-androsten-17-one), [H][H] (hydrogen). Reagents/catalysts: [Pd] (Palladium on carbon). The solvent is C(C)(=O)O (acetic acid). The product is C[C@@H]1C[C@@H]2CC[C@H]3[C@@H]4CCC([C@@]4(C)CC[C@@H]3[C@]2(CC1)C)=O (3β-methyl-5α-androstan-17-one). Isolated yield 80.0%. Reaction SMILES: O([C@:3]12[CH2:20][C@@H:19](O)[CH2:18][CH2:17][C@:16]1([CH3:22])[C@@H:15]1[C@H:6]([C@H:7]3[C@@:11]([CH2:13][CH2:14]1)([CH3:12])[C:10](=[O:23])[CH2:9][CH2:8]3)[CH:5]=[CH:4]2)O.[CH2:24](O[C@H]1CC[C@@]2(C)C(=CC[C@@H]3[C@@H]2CC[C@@]2(C)[C@H]3CCC2=O)C1)C1C=CC=CC=1.[H][H]>C(O)(=O)C.[Pd]>[CH3:24][C@H:19]1[CH2:18][CH2:17][C@@:16]2([CH3:22])[C@@H:3]([CH2:4][CH2:5][C@@H:6]3[C@@H:15]2[CH2:14][CH2:13][C@@:11]2([CH3:12])[C@H:7]3[CH2:8][CH2:9][C:10]2=[O:23])[CH2:20]1. Procedure details: Firstly an example of catalytic hydrogenation for the synthesis of 5α-androstanes from androst-5-enes is the synthesis of 3β-methyl-5α-androstan-17-one 2 from 3β-methylandrost-5-en-17-one 1. 3β-Methylandrost-5-en-17-one 1 (400 mg), prepared as described previously was dissolved in glacial acetic acid (80 ml). Palladium on carbon (10%, 100 mg) was added and the solution maintained under an atmosphere of hydrogen. When hydrogen uptake ceased, the solution was filtered through celite and evaporated... The reactants are CCOP(=O)(CCCBr)OCC, COCCOc1nc(N)c2[nH]cnc2n1, [K+], [K+], O=C([O-])[O-], CN(C)C=O. Yields the product CCOP(=O)(CCCn1cnc2c(N)nc(OCCOC)nc21)OCC. As a reaction SMILES: [Br:22][CH2:23][CH2:24][CH2:25][P:26]([O:27][CH2:28][CH3:29])([O:30][CH2:31][CH3:32])=[O:33].[CH3:1][O:2][CH2:3][CH2:4][O:5][c:6]1[n:7][c:8]([NH2:15])[c:9]2[nH:10][cH:11][n:12][c:13]2[n:14]1.[K+:16].[K+:17].[O-:18][C:19]([O-:20])=[O:21].[O:34]=[CH:35][N:36]([CH3:37])[CH3:38]>>[CH3:1][O:2][CH2:3][CH2:4][O:5][c:6]1[n:7][c:8]([NH2:15])[c:9]2[n:10][cH:11][n:12]([CH2:23][CH2:24][CH2:25][P:26]([O:27][CH2:28][CH3:29])([O:30][CH2:31][CH3:32])=[O:33])[c:13]2[n:14]1.